From a dataset of the Open Reaction Database (ORD), a public repository of structured organic reaction records. describe an organic reaction: reactants, conditions, products, and yield RXN SMILES: [CH2:4]([CH3:5])[O:6][C:7](=[O:8])[c:9]1[cH:10][n:11][n:12]([CH3:25])[c:13]1[NH:14][c:15]1[c:16]([N+:22]([O-:23])=[O:24])[cH:17][c:18]([CH3:21])[cH:19][cH:20]1.[CH3:26][OH:27].[Sn:1]([Cl:2])[Cl:3]>>[CH2:4]([CH3:5])[O:6][C:7](=[O:8])[c:9]1[cH:10][n:11][n:12]([CH3:25])[c:13]1[NH:14][c:15]1[c:16]([NH2:22])[cH:17][c:18]([CH3:21])[cH:19][cH:20]1. Reactants: CCOC(=O)c1cnn(C)c1Nc1ccc(C)cc1[N+](=O)[O-], CO, Cl[Sn]Cl. Yields the product CCOC(=O)c1cnn(C)c1Nc1ccc(C)cc1N. Reactants: NC1=CC=C(N=N1)CC(=O)OC (methyl 2-(6-aminopyridazin-3-yl)acetate), C(OCC)(OCC)OCC (triethyl orthoformate), [N-]=[N+]=[N-].[Na+] (sodium azide). Run in O (water), CCOC(=O)C (EtOAc), C(C)(=O)O (acetic acid). Conditions: temperature 80 celsius. Yields the product N1(N=NN=C1)C1=CC=C(N=N1)CC(=O)OC (methyl 2-(6-(1H-tetrazol-1-yl)pyridazin-3-yl)acetate). RXN SMILES: [NH2:1][C:2]1[N:7]=[N:6][C:5]([CH2:8][C:9]([O:11][CH3:12])=[O:10])=[CH:4][CH:3]=1.[CH:13](OCC)(OCC)OCC.[N-:23]=[N+:24]=[N-:25].[Na+]>C(O)(=O)C.O.CCOC(C)=O>[N:1]1([C:2]2[N:7]=[N:6][C:5]([CH2:8][C:9]([O:11][CH3:12])=[O:10])=[CH:4][CH:3]=2)[CH:13]=[N:25][N:24]=[N:23]1 |f:2.3|. Procedure details: To a solution of methyl 2-(6-aminopyridazin-3-yl)acetate (418 mg, 2.50 mmol) in acetic acid (10 mL) was added triethyl orthoformate (0.667 ml, 4.00 mmol), followed by sodium azide (244 mg, 3.75 mmol). The mixture was heated at 80° C. for 1 h. After cooling, the mixture was diluted with water and EtOAc. The layers were separated and the aqueous was extracted with EtOAc (2×) and the combined organics washed with water, brine, dried (sodium sulfate) and concentrated to provide crude methyl 2-(6-(1H... The reactants are Cl.C(#N)C1(CC1)NC(=O)[C@H]1NC[C@@H](C1)S(=O)(=O)C1=C(C=CC=C1)Cl ((2S,4R)-4-(2-chloro-benzenesulfonyl)-pyrrolidine-2-carboxylic acid (1-cyano-cyclopropyl)-amide hydrochloride), CC(C=O)C(F)(F)F (rac-2-methyl-trifluoropropionaldehyde). The product is C(#N)C1(CC1)NC(=O)[C@H]1N(C[C@@H](C1)S(=O)(=O)C1=C(C=CC=C1)Cl)CC(C(F)(F)F)C ((2S,4R)-4-(2-chloro-benzenesulfonyl)-1-(3,3,3-trifluoro-2-methyl-propyl)-pyrrolidine-2-carboxylic acid (1-cyano-cyclopropyl)-amide). Reaction SMILES: Cl.[C:2]([C:4]1([NH:7][C:8]([C@@H:10]2[CH2:14][C@@H:13]([S:15]([C:18]3[CH:23]=[CH:22][CH:21]=[CH:20][C:19]=3[Cl:24])(=[O:17])=[O:16])[CH2:12][NH:11]2)=[O:9])[CH2:6][CH2:5]1)#[N:3].[CH3:25][CH:26]([C:29]([F:32])([F:31])[F:30])[CH:27]=O>>[C:2]([C:4]1([NH:7][C:8]([C@@H:10]2[CH2:14][C@@H:13]([S:15]([C:18]3[CH:23]=[CH:22][CH:21]=[CH:20][C:19]=3[Cl:24])(=[O:17])=[O:16])[CH2:12][N:11]2[CH2:25][CH:26]([CH3:27])[C:29]([F:32])([F:31])[F:30])=[O:9])[CH2:6][CH2:5]1)#[N:3] |f:0.1|. Procedure: (2S,4R)-4-(2-chloro-benzenesulfonyl)-pyrrolidine-2-carboxylic acid (1-cyano-cyclopropyl)-amide hydrochloride from experiment K4 was reductively alkylated with rac-2-methyl-trifluoropropionaldehyde in analogy to experiment L3 to give (2S,4R)-4-(2-chloro-benzenesulfonyl)-1-(3,3,3-trifluoro-2-methyl-propyl)-pyrrolidine-2-carboxylic acid (1-cyano-cyclopropyl)-amide as a colorless solid. MS: 464.1 [M+H]+. The reactants are COC=1C=CC2=C(SC(=C2C(=O)Cl)C)C1 (6-methoxy-2-methylbenzo[b]thiophene-3-carbonyl chloride), solution, CN (CH3NH2). The solvent is C1CCOC1 (THF), C1CCOC1 (THF). Reaction conditions: time 3 hour. Yields the product CNC(=O)C=1C2=C(SC1C)C=C(C=C2)OC (6-methoxy-2-methylbenzo[b]thiophene-3-carboxylic acid methylamide). Reaction SMILES: [CH3:1][O:2][C:3]1[CH:4]=[CH:5][C:6]2[C:10]([C:11](Cl)=[O:12])=[C:9]([CH3:14])[S:8][C:7]=2[CH:15]=1.[CH3:16][NH2:17]>C1COCC1>[CH3:16][NH:17][C:11]([C:10]1[C:6]2[CH:5]=[CH:4][C:3]([O:2][CH3:1])=[CH:15][C:7]=2[S:8][C:9]=1[CH3:14])=[O:12]. Procedure details: A solution of this crude 6-methoxy-2-methylbenzo[b]thiophene-3-carbonyl chloride in THF (50 ml) was combined with a 2.0 M solution of CH3NH2 in THF (20 ml, 40 mmole). The resultant reaction mixture was stirred at ambient temperature for 3 hours. The solvent was removed by concentration, in vacuo, and the residue obtained was partitioned between H2O (50 ml) and CH2Cl2 (50 ml). The layers were separated and the aqueous phase was extracted with CH2Cl2 (2×30 ml). The combined organic extracts were d... Reactants: [N-]=[N+]=[N-].[Na+] (Sodium azide), Cl (hydrogen chloride), [N-]=[N+]=[N-] (azide), solution, C(C)O[Si](OCC)(OCC)CCCCCCS(=O)(=O)Cl (triethoxysilylhexane sulfonyl chloride). The solvent is P(=O)(O)([O-])[O-].[Na+].[Na+] (sodium hydrogen phosphate), C(Cl)Cl (methylene chloride). Yields the product solids, C(C)O[Si](OCC)(OCC)CCCCCCS(=O)(=O)N=[N+]=[N-] (triethoxysilylhexane sulfonyl azide). As a reaction SMILES: [N-:1]=[N+:2]=[N-:3].[Na+].Cl.[N-]=[N+]=[N-].[CH2:9]([O:11][Si:12]([CH2:19][CH2:20][CH2:21][CH2:22][CH2:23][CH2:24][S:25](Cl)(=[O:27])=[O:26])([O:16][CH2:17][CH3:18])[O:13][CH2:14][CH3:15])[CH3:10]>P([O-])([O-])(O)=O.[Na+].[Na+].C(Cl)Cl>[CH2:9]([O:11][Si:12]([CH2:19][CH2:20][CH2:21][CH2:22][CH2:23][CH2:24][S:25]([N:1]=[N+:2]=[N-:3])(=[O:27])=[O:26])([O:13][CH2:14][CH3:15])[O:16][CH2:17][CH3:18])[CH3:10] |f:0.1,5.6.7|. Procedure: Sodium azide (1.5 equivalent) in 4 ml of sodium hydrogen phosphate and hydrogen chloride buffer (14.4 g or Na2HPO4 to 4.4 mil conc HCl in 1 liter of distilled water) per gram of azide is added dropwise to a stirred 50 percent solution of triethoxysilylhexane sulfonyl chloride in methylene chloride containing 1 percent Aliquat 336. The mixture is stirred at room temperature for thirty minutes after the addition is complete. The layers are separated. The methylene chloride layer is washed with a s...